Task: describe an organic reaction: reactants, conditions, products, and yield. Dataset: the Open Reaction Database (ORD), a public repository of structured organic reaction records Starting materials: C1=CC(=CC=C1O)C (4-cresol), C(=O)([O-])[O-].[Cs+].[Cs+] (Cs2CO3), CN1CCCN(C1=O)C (N,N′-dimethylpropyleneurea). Run in O (water). Reaction conditions: temperature 200 celsius, time 3 hour. Product: C(C)N1C(=NC=C1)OC1=CC=C(C=C1)C (1-Ethyl-2(4-methylphenoxy)-1H-imidazole). RXN SMILES: [CH:1]1[C:6]([OH:7])=[CH:5][CH:4]=[C:3]([CH3:8])[CH:2]=1.C([O-])([O-])=O.[Cs+].[Cs+].[CH3:15][N:16]1[C:21](=O)[N:20]([CH3:23])[CH2:19][CH2:18]C1>O>[CH2:19]([N:20]1[CH:23]=[CH:15][N:16]=[C:21]1[O:7][C:6]1[CH:5]=[CH:4][C:3]([CH3:8])=[CH:2][CH:1]=1)[CH3:18] |f:1.2.3|. Reported procedure: A mixture of the compound obtained in Example 1-(1) (30.27 g), 4-cresol (17.69 g), Cs2CO3 (53.43 g) and N,N′-dimethylpropyleneurea (DMPU) (136 ml) was stirred at 200° C. for 3 hours. The mixture was cooled to room temperature, diluted with water, and extracted with AcOEt. After washing with brine, the organic layer was dried over MgSO4, filtered and evaporated under reduced pressure to remove the solvent. The resulting crude product was purified by column chromatography (neutral OH-type SiO2, he... Starting materials: CI CH4, COC1OC(C2=CC=CC=C12)C1(CCCCC1)[N+](=O)[O-] (1-Methoxy-3-(1-nitrocyclohexyl)-1,3-dihydroisobenzofuran), oil, [N+](=O)([O-])C1CCCC1 (nitrocyclopentane), C1=CC=C(C(=C1)C=O)C=O (o-phthalaldehyde), C[O-].[Na+] (sodium methoxide). The solvent is CO (MeOH). The product is COC1OC(C2=CC=CC=C12)C1(CCCC1)[N+](=O)[O-] (1-Methoxy-3-(1-nitrocyclopentyl)-1,3-dihydroisobenzofuran). RXN SMILES: [N+](C1CCCC1)([O-])=O.C1C=C(C=O)C(C=O)=CC=1.C[O-].[Na+].[CH3:22][O:23][CH:24]1[C:32]2[C:27](=[CH:28][CH:29]=[CH:30][CH:31]=2)[CH:26]([C:33]2([N+:39]([O-:41])=[O:40])[CH2:38]C[CH2:36][CH2:35][CH2:34]2)[O:25]1>CO>[CH3:22][O:23][CH:24]1[C:32]2[C:27](=[CH:28][CH:29]=[CH:30][CH:31]=2)[CH:26]([C:33]2([N+:39]([O-:41])=[O:40])[CH2:38][CH2:36][CH2:35][CH2:34]2)[O:25]1 |f:2.3|. Reported procedure: Condensation of nitrocyclopentane (5.00 g, 40.0 mmol) with o-phthalaldehyde (3.76 g, 28.0 mmol) in the presence of freshly prepared sodium methoxide (10 mmol) in MeOH is carried out as described above for compound a. The resulting pale green oil (7.21 g, 98%) is pure enough for use in the next step. The following data were obtained on a ca. 1:1 mixture of the cis and trans diastereoisomers. 1H NMR (CDCl3) 7.50-7.25 (m, 3), 7.10-7.00 (m, 1), 6.16 and 5.91 (isomer I, 2 d, 1 total, J=2.3), 5.93 and...